This data is from the Open Reaction Database (ORD), a public repository of structured organic reaction records. The task is: describe an organic reaction: reactants, conditions, products, and yield Reactants: COC1=C(C(=CC=C1)OC)C1CCCC(N1)=O (6-(2,6-dimethoxyphenyl)piperidin-2-one), BrCC1=CC=C(C=C1)C(F)(F)F (1-(bromomethyl)-4-(trifluoromethyl)benzene). Product: COC1=C(C(=CC=C1)OC)C1CCCC(N1CC1=CC=C(C=C1)C(F)(F)F)=O (6-(2,6-dimethoxyphenyl)-1-(4-(trifluoromethyl)benzyl)piperidin-2-one). RXN SMILES: [CH3:1][O:2][C:3]1[CH:8]=[CH:7][CH:6]=[C:5]([O:9][CH3:10])[C:4]=1[CH:11]1[NH:16][C:15](=[O:17])[CH2:14][CH2:13][CH2:12]1.Br[CH2:19][C:20]1[CH:25]=[CH:24][C:23]([C:26]([F:29])([F:28])[F:27])=[CH:22][CH:21]=1>>[CH3:1][O:2][C:3]1[CH:8]=[CH:7][CH:6]=[C:5]([O:9][CH3:10])[C:4]=1[CH:11]1[N:16]([CH2:19][C:20]2[CH:21]=[CH:22][C:23]([C:26]([F:27])([F:28])[F:29])=[CH:24][CH:25]=2)[C:15](=[O:17])[CH2:14][CH2:13][CH2:12]1. Procedure details: Prepared according to the described general procedure 4 (GP4) by reaction of 6-(2,6-dimethoxyphenyl)piperidin-2-one with commercially available 1-(bromomethyl)-4-(trifluoromethyl)benzene. Subsequent purification by preparative HPLC afforded the target compound. LC-MS (conditions E): tR=0.79 min.; [M+H]+: 394.17 g/mol. The reactants are N(C(=O)C)CCNC(=O)C1=NC=CC=C1 (N-(2-acetaminoethyl)-2-pyridine- carboxamide), Cl (hydrochloric acid). Run in alcohol. Yields the product Cl.Cl.NCCNC(=O)C1=NC=CC=C1 (N-(2-aminoethyl)-pyridine-2-carboxamide dihydrochloride). As a reaction SMILES: [NH:1]([CH2:5][CH2:6][NH:7][C:8]([C:10]1[CH:15]=[CH:14][CH:13]=[CH:12][N:11]=1)=[O:9])C(C)=O.[ClH:16]>>[ClH:16].[ClH:16].[NH2:1][CH2:5][CH2:6][NH:7][C:8]([C:10]1[CH:15]=[CH:14][CH:13]=[CH:12][N:11]=1)=[O:9] |f:2.3.4|. Procedure: 12.0 g of N-(2-acetaminoethyl)-2-pyridine- carboxamide were suspended in 100 ml of alcohol and 116 ml of 2N hydrochloric acid and the suspension was heated to reflux overnight. The reaction mixture was thereafter concentrated under reduced pressure, the solid residue (13.4 g) was boiled up with methanol, cooled, suction filtered and dried. There was obtained N-(2-aminoethyl)-pyridine-2-carboxamide dihydrochloride as white crystals, m.p. 262° (dec.).